Dataset: the Open Reaction Database (ORD), a public repository of structured organic reaction records. Task: describe an organic reaction: reactants, conditions, products, and yield The reactants are Cc1cc(F)ccc1Br, N#C[Cu], CN(C)C=O, O. Yields the product Cc1cc(F)ccc1C#N. Reaction SMILES: [Br:1][c:2]1[c:3]([CH3:9])[cH:4][c:5]([F:8])[cH:6][cH:7]1.[Cu:10][C:11]#[N:12].[O:13]=[CH:14][N:15]([CH3:16])[CH3:17].[OH2:18]>>[c:2]1([C:11]#[N:12])[c:3]([CH3:9])[cH:4][c:5]([F:8])[cH:6][cH:7]1. Reactants: ClC1=C(C=CC=C1)C1CC(C2=C(N(N=C2C1)C1=CC=CC=C1)C)=O (6-(2-chlorophenyl)-3-methyl-2-phenyl-4,5,6,7-tetrahydroindazol-4-one), C(=N)(N)NN.Cl (aminoguanidine hydrochloride), Cl (hydrochloric acid), O (water). Run in C(C)O (ethanol). The product is Cl.ClC1=C(C=CC=C1)C1CC(C2=C(N(N=C2C1)C1=CC=CC=C1)C)=NNC(=N)N (6-(2-chlorophenyl)-4-guanidinoimino-3-methyl-2-phenyl-4,5,6,7-tetrahydroindazole hydrochloride). Isolated yield 190.9%. Reaction SMILES: [Cl:1][C:2]1[CH:7]=[CH:6][CH:5]=[CH:4][C:3]=1[CH:8]1[CH2:16][C:15]2[C:11](=[C:12]([CH3:23])[N:13]([C:17]3[CH:22]=[CH:21][CH:20]=[CH:19][CH:18]=3)[N:14]=2)[C:10](=O)[CH2:9]1.[C:25]([NH:28][NH2:29])([NH2:27])=[NH:26].Cl.Cl.O>C(O)C>[ClH:1].[Cl:1][C:2]1[CH:7]=[CH:6][CH:5]=[CH:4][C:3]=1[CH:8]1[CH2:16][C:15]2[C:11](=[C:12]([CH3:23])[N:13]([C:17]3[CH:22]=[CH:21][CH:20]=[CH:19][CH:18]=3)[N:14]=2)[C:10](=[N:29][NH:28][C:25]([NH2:27])=[NH:26])[CH2:9]1 |f:1.2,6.7|. Procedure details: A mixture of 6-(2-chlorophenyl)-3-methyl-2-phenyl-4,5,6,7-tetrahydroindazol-4-one (0.6 g), aminoguanidine hydrochloride (0.24 g), concentrated hydrochloric acid (0.45 ml), water (0.45 ml) and ethanol (20 ml) was refluxed for 12 hours. Under reduced pressure, the solvent was evaporated, and the resulting crystals were recrystallized from ethanol-water to give 6-(2-chlorophenyl)-4-guanidinoimino-3-methyl-2-phenyl-4,5,6,7-tetrahydroindazole hydrochloride (Compound 150) (0.73 g) as colorless crystal... The reactants are N(N)C1=CC=C(C=C1)CS(=O)(=O)N(C)C (4-hydrazinyl-N,N-dimethyl-benzenemethanesulfonamide), C(C)(=O)[O-].[Na+] (sodium acetate), O1CCCC=C1 (3,4-dihydro-2H-pyran). Solvent: C(Cl)Cl (methylene chloride), O (water), C(C)O (ethanol), C(C)(=O)OCC (ethyl acetate). The product is OCCCCC=NNC1=CC=C(C=C1)CS(=O)(=O)N(C)C (4-[2-(5-hydroxypentylidene)hydrazinyl]N,N-dimethylbenzenemethanesulfonamide). Yield: 28.2%. As a reaction SMILES: [NH:1]([C:3]1[CH:8]=[CH:7][C:6]([CH2:9][S:10]([N:13]([CH3:15])[CH3:14])(=[O:12])=[O:11])=[CH:5][CH:4]=1)[NH2:2].C([O-])(=O)C.[Na+].[O:21]1[CH:26]=[CH:25][CH2:24][CH2:23][CH2:22]1>O.C(O)C.C(OCC)(=O)C.C(Cl)Cl>[OH:21][CH2:22][CH2:23][CH2:24][CH2:25][CH:26]=[N:2][NH:1][C:3]1[CH:4]=[CH:5][C:6]([CH2:9][S:10]([N:13]([CH3:15])[CH3:14])(=[O:11])=[O:12])=[CH:7][CH:8]=1 |f:1.2|. Procedure: To a solution of 5.02 g (18.9 mmol, 1.0 equiv.) of 4-hydrazinyl-N,N-dimethyl-benzenemethanesulfonamide in 20 mL of water and 20 mL of ethanol was added sufficient sodium acetate to raise the pH to four. To the resulting slurry was added 1.90 mL (20.8 mmol, 1.1 equiv.) of 3,4-dihydro-2H-pyran. The reaction was stirred for sixteen hours then diluted with 200 mL of ethyl acetate. The organic layer was washed with 10% aqueous potassium carbonate, dried over anhydrous sodium sulfate and concentrated ... Reactants: CO, N, CCOC(=O)COC(=O)N1CCC(COc2cccc3ccccc23)CC1. The product is NC(=O)COC(=O)N1CCC(COc2cccc3ccccc23)CC1. Reaction SMILES: [CH3:29][OH:30].[NH3:28].[c:1]1([O:11][CH2:12][CH:13]2[CH2:14][CH2:15][N:16]([C:19](=[O:20])[O:21][CH2:22][C:23]([O:25][CH2:24][CH3:26])=[O:27])[CH2:17][CH2:18]2)[cH:2][cH:3][cH:4][c:5]2[cH:6][cH:7][cH:8][cH:9][c:10]12>>[c:1]1([O:11][CH2:12][CH:13]2[CH2:14][CH2:15][N:16]([C:19](=[O:20])[O:21][CH2:22][C:23](=[O:25])[NH2:28])[CH2:17][CH2:18]2)[cH:2][cH:3][cH:4][c:5]2[cH:6][cH:7][cH:8][cH:9][c:10]12.